Dataset: the Open Reaction Database (ORD), a public repository of structured organic reaction records. Task: describe an organic reaction: reactants, conditions, products, and yield Starting materials: NC1=NC(=C(C(=N1)S(=O)(=O)C)C#N)C1=CC=CC=C1 (2-amino-4-methanesulfonyl-6-phenyl-pyrimidine-5-carbonitrile), C1(=CC=CC=C1)S (thiophenol), C1CCC2=NCCCN2CC1 (DBU). Solvent: COCCOC (DME). Yields the product NC1=NC(=C(C(=N1)C1=CC=CC=C1)C#N)SC1=CC=CC=C1 (2-Amino-4-phenyl-6-phenylsulfanyl-pyrimidine-5-carbonitrile). Reaction SMILES: [NH2:1][C:2]1[N:7]=[C:6]([S:8]([CH3:11])(=O)=O)[C:5]([C:12]#[N:13])=[C:4]([C:14]2[CH:19]=[CH:18][CH:17]=[CH:16][CH:15]=2)[N:3]=1.[C:20]1(S)[CH:25]=[CH:24]C=[CH:22][CH:21]=1.C1CCN2C(=NCCC2)CC1>COCCOC>[NH2:1][C:2]1[N:3]=[C:4]([C:14]2[CH:19]=[CH:18][CH:17]=[CH:16][CH:15]=2)[C:5]([C:12]#[N:13])=[C:6]([S:8][C:11]2[CH:24]=[CH:25][CH:20]=[CH:21][CH:22]=2)[N:7]=1. Procedure: From 2-amino-4-methanesulfonyl-6-phenyl-pyrimidine-5-carbonitrile, thiophenol and DBU in DME. EI-MS m/e (%): 304 (M+, 76), 303 ([M—H]+, 100). Starting materials: FC=1C=C(C=CC1OC)S(=O)(=O)N1C=2C=CC=CC2C2=CC=CC=C2C1C (5-[(3-fluoro-4-methoxyphenyl)sulfonyl]-6-methyl-5,6-dihydrophenanthridine), BrBr (bromine). Isolated yield 74.0%. As a reaction SMILES: [F:1][C:2]1[CH:3]=[C:4]([S:10]([N:13]2[CH:26]([CH3:27])[C:25]3[C:20](=[CH:21][CH:22]=[CH:23][CH:24]=3)[C:19]3[CH:18]=[CH:17][CH:16]=[CH:15][C:14]2=3)(=[O:12])=[O:11])[CH:5]=[CH:6][C:7]=1[O:8][CH3:9].[Br:28]Br>C(O)(=O)C>[Br:28][C:17]1[CH:16]=[CH:15][C:14]2[N:13]([S:10]([C:4]3[CH:5]=[CH:6][C:7]([O:8][CH3:9])=[C:2]([F:1])[CH:3]=3)(=[O:11])=[O:12])[CH:26]([CH3:27])[C:25]3[C:20](=[CH:21][CH:22]=[CH:23][CH:24]=3)[C:19]=2[CH:18]=1. Procedure details: The title compound was prepared from 5-[(3-fluoro-4-methoxyphenyl)sulfonyl]-6-methyl-5,6-dihydrophenanthridine (1.15 g, 3.0 mmol), bromine (0.61 mL, 12.0 mmol), and acetic acid (30 mL) according to the procedure and in the same manner as described in Example 4, step a. The crude product was purified by re-crystallization from ethyl acetate to yield 2-bromo-5-[(3-fluoro-4-methoxyphenyl)sulfonyl]-6-methyl-5,6-dihydrophenanthridine (1.03 g, 2.22 mmol, 74%); Run in C(C)(=O)O (acetic acid). Product: BrC1=CC=2C3=CC=CC=C3C(N(C2C=C1)S(=O)(=O)C1=CC(=C(C=C1)OC)F)C (2-bromo-5-[(3-fluoro-4-methoxyphenyl)sulfonyl]-6-methyl-5,6-dihydrophenanthridine). Reactants: C([O-])(O)=O.[Na+] (sodium bicarbonate), [Sn](Cl)(Cl)(Cl)Cl (tin tetrachloride), C(C)(=O)OC(C)=O (acetic anhydride), ClC1=CC=C(C=C1)CC(CC=C)N(C(C1=CC(=CC(=C1)C)C)=O)COCC (N-{5-(4-chlorophenyl)pent-1-en-4-yl}-N-ethoxymethyl-3,5-dimethylbenzamide), C(C)#N (acetonitrile). Conditions: time 1 hour. The product is ClC1=CC=C(C[C@H]2N(CC[C@@H](C2)NC(C)=O)C(C2=CC(=CC(=C2)C)C)=O)C=C1 ((2R*,4S*)-2-(4-Chlorobenzyl)-1-(3,5-dimethylbenzoyl)-N-acetyl-4-piperidinamine). Reaction SMILES: [Sn](Cl)(Cl)(Cl)Cl.[C:6]([O:9]C(=O)C)(=O)[CH3:7].[Cl:13][C:14]1[CH:19]=[CH:18][C:17]([CH2:20][CH:21]([N:25]([CH2:36]OCC)[C:26](=[O:35])[C:27]2[CH:32]=[C:31]([CH3:33])[CH:30]=[C:29]([CH3:34])[CH:28]=2)[CH2:22][CH:23]=[CH2:24])=[CH:16][CH:15]=1.C(=O)(O)[O-].[Na+].C(#[N:47])C>>[Cl:13][C:14]1[CH:15]=[CH:16][C:17]([CH2:20][C@@H:21]2[CH2:22][C@@H:23]([NH:47][C:6](=[O:9])[CH3:7])[CH2:24][CH2:36][N:25]2[C:26](=[O:35])[C:27]2[CH:28]=[C:29]([CH3:34])[CH:30]=[C:31]([CH3:33])[CH:32]=2)=[CH:18][CH:19]=1 |f:3.4|. Reported procedure: 0.61 ml of tin tetrachloride and 0.24 ml of acetic anhydride are added successively to a solution of 1.0 g of N-{5-(4-chlorophenyl)pent-1-en-4-yl}-N-ethoxymethyl-3,5-dimethylbenzamide in acetonitrile cooled to -20°. The reaction mixture is then stirred at -20° for 2 hours and at 25° for 1 hour, poured into saturated aqueous sodium bicarbonate solution and extracted with ethyl acetate. The organic phase is separated off, dried over sodium sulfate and evaporated to dryness under reduced pressure. ... The reactants are CCO, CCOC(=O)c1ccc(C=C(C)c2cc(C(C)(C)C)ccc2C)cc1, [K+], [OH-]. Yields the product CC(=Cc1ccc(C(=O)O)cc1)c1cc(C(C)(C)C)ccc1C. Reaction SMILES: [CH3:28][CH2:29][OH:30].[CH3:3][c:4]1[c:5]([C:14](=[CH:15][c:16]2[cH:17][cH:18][c:19]([C:20](=[O:21])[O:22][CH2:23][CH3:24])[cH:25][cH:26]2)[CH3:27])[cH:6][c:7]([C:10]([CH3:11])([CH3:12])[CH3:13])[cH:8][cH:9]1.[K+:2].[OH-:1]>>[CH3:3][c:4]1[c:5]([C:14](=[CH:15][c:16]2[cH:17][cH:18][c:19]([C:20](=[O:21])[OH:22])[cH:25][cH:26]2)[CH3:27])[cH:6][c:7]([C:10]([CH3:11])([CH3:12])[CH3:13])[cH:8][cH:9]1.